The task is: describe an organic reaction: reactants, conditions, products, and yield. This data is from the Open Reaction Database (ORD), a public repository of structured organic reaction records. Starting materials: C(=O)O (Formic acid), BrC1=CC=2N(C(=C1)N)N=C(N2)C2=NC=CC=C2 (7-bromo-2-pyridin-2-yl-[1,2,4]triazolo[1,5-a]pyridin-5-ylamine), p-methoxy-boronic acid, C(=O)([O-])[O-].[Na+].[Na+] (Na2CO3), O1CCOCC1 (dioxane). Reagents/catalysts: [CH-]1C=CC(=C1)P(C2=CC=CC=C2)C3=CC=CC=C3.[CH-]1C=CC(=C1)P(C2=CC=CC=C2)C3=CC=CC=C3.Cl[Pd]Cl.[Fe+2] (dichloro (1,1′-bis(diphenylphosphino) ferrocene)palladium (II) dichloromethane adduct). As a reaction SMILES: Br[C:2]1[CH:7]=[C:6]([NH2:8])[N:5]2[N:9]=[C:10]([C:12]3[CH:17]=[CH:16][CH:15]=[CH:14][N:13]=3)[N:11]=[C:4]2[CH:3]=1.C([O-])([O-])=O.[Na+].[Na+].C(O)=O.O1[CH2:32][CH2:31][O:30][CH2:29]C1>[CH-]1C=C(P(C2C=CC=CC=2)C2C=CC=CC=2)C=C1.[CH-]1C=C(P(C2C=CC=CC=2)C2C=CC=CC=2)C=C1.Cl[Pd]Cl.[Fe+2]>[CH3:29][O:30][C:31]1[CH:32]=[CH:4][C:3]([C:2]2[CH:7]=[C:6]([NH2:8])[N:5]3[N:9]=[C:10]([C:12]4[CH:17]=[CH:16][CH:15]=[CH:14][N:13]=4)[N:11]=[C:4]3[CH:3]=2)=[CH:2][CH:7]=1 |f:1.2.3,6.7.8.9|. Product: COC1=CC=C(C=C1)C1=CC=2N(C(=C1)N)N=C(N2)C2=NC=CC=C2 (7-(4-Methoxy-phenyl)-2-pyridin-2-yl-[1,2,4]triazolo[1,5-a]pyridin-5-ylamine). The yield is 17.0%. Procedure details: A mixture of 72.5 mg (0.25 mmol) 7-bromo-2-pyridin-2-yl-[1,2,4]triazolo[1,5-a]pyridin-5-ylamine, 37.4 mg (0.275 mmol) p-methoxy-boronic acid, and 0.22 ml 2M Na2CO3 in 0.78 ml dioxane was treated with 0.05 eq. dichloro (1,1′-bis(diphenylphosphino) ferrocene)palladium (II) dichloromethane adduct and heated to 100° C. for 15 h. Formic acid was added and the mixture was purified by reversed phase column chromatography eluting with an acetonitrile/water gradient yielding 13.3 mg (17%) of the title co... Reaction conditions: temperature 100 celsius.